This data is from the Open Reaction Database (ORD), a public repository of structured organic reaction records. The task is: describe an organic reaction: reactants, conditions, products, and yield The reactants are CC(=O)O, CCCC[Sn](Cl)(CCCC)CCCC, C1CCOC1, CC(=O)O, CCCCCC, [I-], [Zn+]CI, O, [Zn]. Product: CCCC[Sn](CI)(CCCC)CCCC. RXN SMILES: [C:2]([OH:3])(=[O:4])[CH3:5].[CH2:10]([CH2:11][CH2:12][CH3:13])[Sn:14]([CH2:15][CH2:16][CH2:17][CH3:18])([CH2:19][CH2:20][CH2:21][CH3:22])[Cl:23].[CH2:28]1[O:29][CH2:30][CH2:31][CH2:32]1.[CH3:24][C:25](=[O:26])[OH:27].[CH3:33][CH2:34][CH2:35][CH2:36][CH2:37][CH3:38].[I-:6].[I:7][CH2:8][Zn+:9].[OH2:1].[Zn:39]>>[I:7][CH2:8][Sn:14]([CH2:10][CH2:11][CH2:12][CH3:13])([CH2:15][CH2:16][CH2:17][CH3:18])[CH2:19][CH2:20][CH2:21][CH3:22]. Starting materials: CCCCCCCCCCCCCCCC(=O)OC(CCCCCCCCCCCCCC)C(=O)O, NCC(=O)NC(CO)C(=O)O. Yields the product CCCCCCCCCCCCCCCC(=O)OC(CCCCCCCCCCCCCC)C(=O)NCC(=O)NC(CO)C(=O)O. As a reaction SMILES: [C:1]([CH2:2][CH2:3][CH2:4][CH2:5][CH2:6][CH2:7][CH2:8][CH2:9][CH2:10][CH2:11][CH2:12][CH2:13][CH2:14][CH2:15][CH3:16])(=[O:17])[O:18][CH:19]([C:20](=[O:21])[OH:22])[CH2:23][CH2:24][CH2:25][CH2:26][CH2:27][CH2:28][CH2:29][CH2:30][CH2:31][CH2:32][CH2:33][CH2:34][CH2:35][CH3:36].[NH2:37][CH2:38][C:39](=[O:40])[NH:41][CH:42]([CH2:43][OH:44])[C:45](=[O:46])[OH:47]>>[C:1]([CH2:2][CH2:3][CH2:4][CH2:5][CH2:6][CH2:7][CH2:8][CH2:9][CH2:10][CH2:11][CH2:12][CH2:13][CH2:14][CH2:15][CH3:16])(=[O:17])[O:18][CH:19]([C:20](=[O:22])[NH:37][CH2:38][C:39](=[O:40])[NH:41][CH:42]([CH2:43][OH:44])[C:45](=[O:46])[OH:47])[CH2:23][CH2:24][CH2:25][CH2:26][CH2:27][CH2:28][CH2:29][CH2:30][CH2:31][CH2:32][CH2:33][CH2:34][CH2:35][CH3:36]. Reactants: C(CCC)[Li] (n-butyl lithium), C1=CC=CC=2C(C3=C(CCC21)C=CC=C3)=C3CCN(CC3)C (4-(10,11-dihydro-5H-dibenzo[a,d]cyclohepten-5-ylidene)-methylpiperidine), CO (methanol). Run in C1CCOC1 (THF). Conditions: temperature -78 celsius. The product is C1=CC=CC=2C(C3=C(CCC21)C=CC=C3)C3=CCN(CC3)C (4-(10,11-dihydro-5H-dibenzo[a,d]cyclohepten-5-yl)-1-methyl-1,2,5,6-tetrahydropyridine). The yield is 93.0%. RXN SMILES: [CH:1]1[C:11]2[CH2:10][CH2:9][C:8]3[CH:12]=[CH:13][CH:14]=[CH:15][C:7]=3[C:6](=[C:16]3[CH2:21][CH2:20][N:19]([CH3:22])[CH2:18][CH2:17]3)[C:5]=2[CH:4]=[CH:3][CH:2]=1.C([Li])CCC.CO>C1COCC1>[CH:12]1[C:8]2[CH2:9][CH2:10][C:11]3[CH:1]=[CH:2][CH:3]=[CH:4][C:5]=3[CH:6]([C:16]3[CH2:21][CH2:20][N:19]([CH3:22])[CH2:18][CH:17]=3)[C:7]=2[CH:15]=[CH:14][CH:13]=1. Reported procedure: Dissolved 4-(10,11-dihydro-5H-dibenzo[a,d]cyclohepten-5-ylidene)-methylpiperidine (12 g, 0.042 mol) in 250 mL of dry THF. Cooled to -78° C. under a nitrogen atmosphere. Added n-butyl lithium (18 mL of 2.5M in hexane) dropwise via addition funnel. Maintain temperature at 0° C. for 1 hour then recooled to -78° C. Added 21 mL of dry methanol, and let warm to room temperature. Added saturated NH4Cl, and extracted with THF. Dried combined organic extracts with MgSO4, filtered, and evaporated to give ...